describe an organic reaction: reactants, conditions, products, and yield From a dataset of the Open Reaction Database (ORD), a public repository of structured organic reaction records. Reactants: OCC(C)(C)NC(=O)C=1C2=C3C(CC1)(OCOC=1C=CC=C(C12)C(=O)NC(C)(CO)C)OCO3 (N,N'-Bis(3-hydroxy-2-methylpropan-2-yl)-5,6-methylenedioxy-5,6'-methylenedioxy-2,2'-biphenyldicarboxamide). The solvent is S(=O)(Cl)Cl (thionyl chloride). Run at time 2 hour. Yields the product C1OC=2C=CC(=C(C2O1)C1=C(C=CC2=C1OCO2)C=2OCC(N2)(C)C)C=2OCC(N2)(C)C (5,6-methylenedioxy-5',6'-methylenedioxy-2,2'-bis(4,4-dimethyl-4,5-dihydro-2-oxazolyl)biphenyl). Yield: 72.5%. Reaction SMILES: O[CH2:2][C:3]([NH:6][C:7]([C:9]1[C:10]2[C:23]3[C:22]([C:24]([NH:26][C:27]([CH3:31])([CH2:29][OH:30])[CH3:28])=O)=[CH:21][CH:20]=[CH:19][C:18]=3[O:17][CH2:16][O:15][C:12]3([O:32][CH2:33][O:34][C:11]=23)[CH2:13][CH:14]=1)=[O:8])([CH3:5])[CH3:4]>S(Cl)(Cl)=O>[CH2:33]1[O:34][C:11]2[C:10]([C:23]3[C:18]4[O:17][CH2:16][O:15][C:19]=4[CH:20]=[CH:21][C:22]=3[C:24]3[O:30][CH2:29][C:27]([CH3:28])([CH3:31])[N:26]=3)=[C:9]([C:7]3[O:8][CH2:2][C:3]([CH3:4])([CH3:5])[N:6]=3)[CH:14]=[CH:13][C:12]=2[O:32]1. Procedure details: N,N'-Bis(3-hydroxy-2-methylpropan-2-yl)-5,6-methylenedioxy-5,6'-methylenedioxy-2,2'-biphenyldicarboxamide (3 g) is added to thionyl chloride (20 ml), and the mixture is stirred at room temperature for 2 hours. The reaction mixture is distilled under reduced pressure to remove thionyl chloride, and the residue is dissolved in ethyl acetate. The solution is washed, dried and distilled to remove the solvent, and the residue is crystallized from diisopropyl ether to give 5,6-methylenedioxy-5',6'-met... The reactants are C(C)(=O)C(C(C(C)=O)C(C)=O)C(C)=O (1,1,2,2-tetraacetylethane), Cl (hydrochloric acid). The product is CC=1OC(=C(C1C(C)=O)C(C)=O)C (2,5-dimethyl-3,4-diacetylfuran). As a reaction SMILES: [C:1]([CH:4]([C:12](=[O:14])[CH3:13])[CH:5]([C:9](=[O:11])[CH3:10])[C:6](=[O:8])[CH3:7])(=O)[CH3:2].Cl>>[CH3:7][C:6]1[O:8][C:1]([CH3:2])=[C:4]([C:12](=[O:14])[CH3:13])[C:5]=1[C:9](=[O:11])[CH3:10]. Procedure: A mixture of 1.0 g. of 1,1,2,2-tetraacetylethane in 10 ml. of concentrated hydrochloric acid was stirred at room temperature for about 1 hour until a clear solution was obtained. The mixture was then poured onto ice and extracted with diethyl ether. The extracts were dried over sodium sulfate, taken to dryness, and the residue recrystallized from hexane to give 2,5-dimethyl-3,4-diacetylfuran, m.p. 75°-77° C. Starting materials: C(C)(C)(C)OC(=O)N1C[C@H](CC1)ON ((S)-1-tert-Butoxycarbonyl-3-pyrrolidinyloxyamine), Cl (HCl). The solvent is CCOC(=O)C (EtOAc). The product is Cl.Cl.N1C[C@H](CC1)ON ((S)-3-pyrrolidinyloxyamine dihydrochloride). Yield: 73.0%. Reaction SMILES: C(OC([N:8]1[CH2:12][CH2:11][C@H:10]([O:13][NH2:14])[CH2:9]1)=O)(C)(C)C.[ClH:15]>CCOC(C)=O>[ClH:15].[ClH:15].[NH:8]1[CH2:12][CH2:11][C@H:10]([O:13][NH2:14])[CH2:9]1 |f:3.4.5|. Reported procedure: (S)-1-tert-Butoxycarbonyl-3-pyrrolidinyloxyamine (1.67 g) was dissolved in a 5M HCl solution in EtOAc (20 ml). After 1 h the solvent was removed under reduced pressure to give (S)-3-pyrrolidinyloxyamine dihydrochloride (1.04 g, 73%) as an off-white solid. Starting materials: BrCC(=O)C1=CC=CC=C1 (α-bromoacetophenone), C1(=C(C=CC=C1)N)N (1,2-phenylenediamine), resultant solution, CCN(C(C)C)C(C)C (DIPEA). Solvent: C(C)O (ethanol). Yields the product N1=CC=NC2=CC=CC=C12 (Quinoxaline). RXN SMILES: BrCC([C:5]1[CH:10]=[CH:9][CH:8]=[CH:7][CH:6]=1)=O.[C:11]1([NH2:18])C=CC=C[C:12]=1[NH2:17].CCN(C(C)C)C(C)C>C(O)C>[N:17]1[C:6]2[C:5](=[CH:10][CH:9]=[CH:8][CH:7]=2)[N:18]=[CH:11][CH:12]=1. Reported procedure: To a magnetically stirred solution of the appropriate α-bromoacetophenone (1 eq) in 5 ml of ethanol was added the appropriate 1,2-phenylenediamine (2.7 eq), followed by DIPEA (3.4 eq). The resultant solution was stirred at room temperature overnight with an air atmosphere. The reaction was concentrated, then purified by reverse phase chromatography on a C-18 column using a 0 to 90% gradient of CH3CN in water, with both containing 0.05% TFA. Product containing fractions were lyophilized to give a... Product: CN(C)CC(O)COc1ccc(Nc2nccc(N3CCc4ccccc43)n2)cc1. RXN SMILES: [CH3:33][OH:34].[Cl:17][c:18]1[n:19][cH:20][cH:21][c:22]([N:24]2[CH2:25][CH2:26][c:27]3[cH:28][cH:29][cH:30][cH:31][c:32]32)[n:23]1.[ClH:1].[OH:2][CH:3]([CH2:4][O:5][c:6]1[cH:7][cH:8][c:9]([NH2:10])[cH:11][cH:12]1)[CH2:13][N:14]([CH3:15])[CH3:16]>>[OH:2][CH:3]([CH2:4][O:5][c:6]1[cH:7][cH:8][c:9]([NH:10][c:18]2[n:19][cH:20][cH:21][c:22]([N:24]3[CH2:25][CH2:26][c:27]4[cH:28][cH:29][cH:30][cH:31][c:32]43)[n:23]2)[cH:11][cH:12]1)[CH2:13][N:14]([CH3:15])[CH3:16]. Starting materials: CO, Clc1nccc(N2CCc3ccccc32)n1, Cl, CN(C)CC(O)COc1ccc(N)cc1. Starting materials: ClC1=CC=C(S1)S(=O)(=O)Cl (5-chlorothiophene sulfonyl chloride), [H-].[Na+] (sodium hydride), CC(C(=O)ONC(=O)OC(C)(C)C)C ([(tert-butoxy)carbonyl]amino 2-methylpropanoate). Yields the product CC(C(=O)ON(S(=O)(=O)C=1SC(=CC1)Cl)C(=O)OC(C)(C)C)C (N-[(tert-butoxy)carbonyl]-5-chlorothiophene-2-sulfonamido 2-methylpropanoate). As a reaction SMILES: [Cl:1][C:2]1[S:6][C:5]([S:7](Cl)(=[O:9])=[O:8])=[CH:4][CH:3]=1.[H-].[Na+].[CH3:13][CH:14]([CH3:26])[C:15]([O:17][NH:18][C:19]([O:21][C:22]([CH3:25])([CH3:24])[CH3:23])=[O:20])=[O:16]>>[CH3:13][CH:14]([CH3:26])[C:15]([O:17][N:18]([C:19]([O:21][C:22]([CH3:23])([CH3:25])[CH3:24])=[O:20])[S:7]([C:5]1[S:6][C:2]([Cl:1])=[CH:3][CH:4]=1)(=[O:9])=[O:8])=[O:16] |f:1.2|. Procedure: N-[(tert-Butoxy)carbonyl]-5-chlorothiophene-2-sulfonamido 2-methylpropanoate (73) is synthesised from 5-chlorothiophene sulfonyl chloride, sodium hydride and [(tert-butoxy)carbonyl]amino 2-methylpropanoate according to Scheme 2. (1.7 g, 100%), 1H NMR (500 MHz, CHLOROFORM-d) δ ppm 7.65 (1H, d, 4.1 Hz), 6.99 (1H, d, 4.1 Hz), 2.81 (1H, sept, 7.0 Hz), 1.49 (9H, s), 1.31 (6H, d, 7.0 Hz).